This data is from the Open Reaction Database (ORD), a public repository of structured organic reaction records. The task is: describe an organic reaction: reactants, conditions, products, and yield Procedure: (S)-2-(1-((5-((3-Methoxyphenyl)thio)-7-((2-(trimethylsilyl)ethoxy)methyl)-7H-pyrrolo[2,3-d]pyrimidin-4-yl)amino)ethyl)-5-methyl-3-phenylpyrrolo[2,1-f][1,2,4]triazin-4(3H)-one (10.2 mg, 0.02 mmol) was treated with trifluoroacetic acid (1 mL, 12.98 mmol) and a solution of ammonia (7N in methanol, 1 mL, 7 mmol) according to the method described in Example 27 to give 19.5 mg (83% yield) of the title compound. Purity 100%. Starting materials: COC=1C=C(C=CC1)SC1=CN(C=2N=CN=C(C21)N[C@@H](C)C2=NN1C(C(N2C2=CC=CC=C2)=O)=C(C=C1)C)COCC[Si](C)(C)C ((S)-2-(1-((5-((3-Methoxyphenyl)thio)-7-((2-(trimethylsilyl)ethoxy)methyl)-7H-pyrrolo[2,3-d]pyrimidin-4-yl)amino)ethyl)-5-methyl-3-phenylpyrrolo[2,1-f][1,2,4]triazin-4(3H)-one), FC(C(=O)O)(F)F (trifluoroacetic acid), N (ammonia). RXN SMILES: [CH3:1][O:2][C:3]1[CH:4]=[C:5]([S:9][C:10]2[C:18]3[C:17]([NH:19][C@H:20]([C:22]4[N:27]([C:28]5[CH:33]=[CH:32][CH:31]=[CH:30][CH:29]=5)[C:26](=[O:34])[C:25]5=[C:35]([CH3:38])[CH:36]=[CH:37][N:24]5[N:23]=4)[CH3:21])=[N:16][CH:15]=[N:14][C:13]=3[N:12](COCC[Si](C)(C)C)[CH:11]=2)[CH:6]=[CH:7][CH:8]=1.FC(F)(F)C(O)=O.N>>[CH3:1][O:2][C:3]1[CH:4]=[C:5]([S:9][C:10]2[C:18]3[C:17]([NH:19][C@H:20]([C:22]4[N:27]([C:28]5[CH:33]=[CH:32][CH:31]=[CH:30][CH:29]=5)[C:26](=[O:34])[C:25]5=[C:35]([CH3:38])[CH:36]=[CH:37][N:24]5[N:23]=4)[CH3:21])=[N:16][CH:15]=[N:14][C:13]=3[NH:12][CH:11]=2)[CH:6]=[CH:7][CH:8]=1. Yields the product COC=1C=C(C=CC1)SC1=CNC=2N=CN=C(C21)N[C@@H](C)C2=NN1C(C(N2C2=CC=CC=C2)=O)=C(C=C1)C ((S)-2-(1-((5-((3-Methoxyphenyl)thio)-7H-pyrrolo[2,3-d]pyrimidin-4-yl)amino)ethyl)-5-methyl-3-phenylpyrrolo[2,1-f][1,2,4]triazin-4(3H)-one). Isolated yield 186.2%. Product: COC(=O)CNCc1cc(C(F)(F)F)ccc1-c1cc(CC(=O)O)ccc1OC. As a reaction SMILES: [C:37]([BH3-:38])#[N:39].[CH3:2][O:3][C:4]([CH2:5][NH2:6])=[O:7].[CH3:41][OH:42].[CH3:9][C:10](=[O:11])[O-:12].[CH:13](=[O:14])[c:15]1[c:16](-[c:25]2[cH:26][c:27]([CH2:33][C:34](=[O:35])[OH:36])[cH:28][cH:29][c:30]2[O:31][CH3:32])[cH:17][cH:18][c:19]([C:21]([F:22])([F:23])[F:24])[cH:20]1.[Cl:43][CH2:44][Cl:45].[ClH:1].[Na+:40].[Na+:8].[OH2:46]>>[CH3:2][O:3][C:4]([CH2:5][NH:6][CH2:13][c:15]1[c:16](-[c:25]2[cH:26][c:27]([CH2:33][C:34](=[O:35])[OH:36])[cH:28][cH:29][c:30]2[O:31][CH3:32])[cH:17][cH:18][c:19]([C:21]([F:22])([F:23])[F:24])[cH:20]1)=[O:7]. The reactants are [BH3-]C#N, COC(=O)CN, CO, CC(=O)[O-], COc1ccc(CC(=O)O)cc1-c1ccc(C(F)(F)F)cc1C=O, ClCCl, Cl, [Na+], [Na+], O. Starting materials: C=1C=CC2=C(C1)N=NN2O (HOBt), C(CCl)Cl (EDC), FC1=CC=C(OC2=CC=C(C=C2)S(=O)(=O)N2C(C3=CC=C(C=C3CC2)OCCN2CCOCC2)C(=O)O)C=C1 (2-[4-(4-fluoro-phenoxy)benzenesulfonyl]-6-(2-morpholin-4-ylethoxy)-1,2,3,4-tetrahydroisoquinoline-1-carboxylic acid), O1C(CCCC1)ON (O-(tetrahydropyran-2-yl)hydroxylamine). The solvent is CN(C)C=O (DMF), CN(C)C=O (DMF). Run at time 8 hour. Product: O1C(CCCC1)ONC(=O)C1N(CCC2=CC(=CC=C12)OCCN1CCOCC1)S(=O)(=O)C1=CC=C(C=C1)OC1=CC=C(C=C1)F (2-[4-(4-Fluorophenoxy)benzenesulfonyl]-6-(2-morpholin-4-ylethoxy)-1,2,3,4-tetrahydroisoquinoline-1-carboxylic acid (tetrahydropyran-2-yloxy)amide). Yield: 80.0%. Reaction SMILES: C1C=CC2N(O)N=NC=2C=1.C(Cl)CCl.[F:15][C:16]1[CH:53]=[CH:52][C:19]([O:20][C:21]2[CH:26]=[CH:25][C:24]([S:27]([N:30]3[CH2:39][CH2:38][C:37]4[C:32](=[CH:33][CH:34]=[C:35]([O:40][CH2:41][CH2:42][N:43]5[CH2:48][CH2:47][O:46][CH2:45][CH2:44]5)[CH:36]=4)[CH:31]3[C:49](O)=[O:50])(=[O:29])=[O:28])=[CH:23][CH:22]=2)=[CH:18][CH:17]=1.[O:54]1[CH2:59][CH2:58][CH2:57][CH2:56][CH:55]1[O:60][NH2:61]>CN(C=O)C>[O:54]1[CH2:59][CH2:58][CH2:57][CH2:56][CH:55]1[O:60][NH:61][C:49]([CH:31]1[C:32]2[C:37](=[CH:36][C:35]([O:40][CH2:41][CH2:42][N:43]3[CH2:44][CH2:45][O:46][CH2:47][CH2:48]3)=[CH:34][CH:33]=2)[CH2:38][CH2:39][N:30]1[S:27]([C:24]1[CH:25]=[CH:26][C:21]([O:20][C:19]2[CH:18]=[CH:17][C:16]([F:15])=[CH:53][CH:52]=2)=[CH:22][CH:23]=1)(=[O:28])=[O:29])=[O:50]. Procedure: A solution of 40 mg (0.264 mmol) of HOBt and 51 mg (0.264 mmol) of EDC in 2 ml of DMF was added dropwise to a solution of 98 mg (0.176 mmol) of 2-[4-(4-fluoro-phenoxy)benzenesulfonyl]-6-(2-morpholin-4-ylethoxy)-1,2,3,4-tetrahydroisoquinoline-1-carboxylic acid and 46 mg (0.325 mmol) of O-(tetrahydropyran-2-yl)hydroxylamine in 3 ml of DMF at 0° C., and the mixture was stirred at room temperature. After standing overnight, it was poured onto H2O and extracted with ethyl acetate. The organic phase w... Starting materials: Cc1ccc2c(=O)n(CCN(C)C(=O)OC(C)(C)C)ccc2c1[N+](=O)[O-], CCO, [Cl-], [Fe], [NH4+], O. The product is Cc1ccc2c(=O)n(CCN(C)C(=O)OC(C)(C)C)ccc2c1N. Reaction SMILES: [CH3:1][N:2]([C:3]([O:4][C:5]([CH3:6])([CH3:7])[CH3:8])=[O:9])[CH2:10][CH2:11][n:12]1[c:13](=[O:26])[c:14]2[cH:15][cH:16][c:17]([CH3:25])[c:18]([N+:22]([O-:23])=[O:24])[c:19]2[cH:20][cH:21]1.[CH3:27][CH2:28][OH:29].[Cl-:30].[Fe:33].[NH4+:31].[OH2:32]>>[CH3:1][N:2]([C:3]([O:4][C:5]([CH3:6])([CH3:7])[CH3:8])=[O:9])[CH2:10][CH2:11][n:12]1[c:13](=[O:26])[c:14]2[cH:15][cH:16][c:17]([CH3:25])[c:18]([NH2:22])[c:19]2[cH:20][cH:21]1. The reactants are C(C)OC(CC1CCC(CC1)C1=CC=C(C=C1)C1=CN=C(O1)NC1=CC(=CC=C1)Cl)=O ((4-{4-[2-(3-Chlorophenylamino)-oxazol-5-yl]-phenyl}-cyclohexyl)-acetic acid ethyl ester), CC(C)C[AlH]CC(C)C (DIBAL-H), O (Water), CO (Methanol). The solvent is C(Cl)Cl (DCM), [C@@H]([C@H](C(=O)[O-])O)(C(=O)[O-])O.[Na+].[K+] (Rochelle's salt). Conditions: temperature -78 celsius, time 2 hour. Product: ClC=1C=C(C=CC1)NC=1OC(=CN1)C1=CC=C(C=C1)C1CCC(CC1)CC=O ((4-{4-[2-(3-Chlorophenylamino)-oxazol-5-yl]-phenyl}-cyclohexyl)-acetaldehyde). Isolated yield 56.2%. RXN SMILES: C([O:3][C:4](=O)[CH2:5][CH:6]1[CH2:11][CH2:10][CH:9]([C:12]2[CH:17]=[CH:16][C:15]([C:18]3[O:22][C:21]([NH:23][C:24]4[CH:29]=[CH:28][CH:27]=[C:26]([Cl:30])[CH:25]=4)=[N:20][CH:19]=3)=[CH:14][CH:13]=2)[CH2:8][CH2:7]1)C.CC(C[AlH]CC(C)C)C.CO.O>C(Cl)Cl.[C@H](O)(C([O-])=O)[C@@H](O)C([O-])=O.[Na+].[K+]>[Cl:30][C:26]1[CH:25]=[C:24]([NH:23][C:21]2[O:22][C:18]([C:15]3[CH:16]=[CH:17][C:12]([CH:9]4[CH2:8][CH2:7][CH:6]([CH2:5][CH:4]=[O:3])[CH2:11][CH2:10]4)=[CH:13][CH:14]=3)=[CH:19][N:20]=2)[CH:29]=[CH:28][CH:27]=1 |f:5.6.7|. Procedure details: To a solution of (4-{4-[2-(3-Chlorophenylamino)-oxazol-5-yl]-phenyl}-cyclohexyl)-acetic acid ethyl ester (500 mg, 1.14 mmol) in DCM (20 mL) at −78° C. is added DIBAL-H (1 M in toluene, 2.14 mL, 2.14 mmol) and the mixture is allowed to stir at −78° C. for 2 h. Methanol (3 mL) is added to quench the reaction. The reaction mixture is then poured in ice and Rochelle's salt (4 g). Water (20 mL) is added and the mixture is extracted with EtOAc (3×30 mL). The organic phase is washed with brine (3×30 mL... The reactants are NC1=CC2=C(N=C(O2)C)C=C1Cl (6-Amino-5-chloro-2-methylbenzoxazole), S(=O)(=O)(Cl)Cl (sulfuryl chloride). Run in C(C)(=O)OCC (ethyl acetate), C(C)(=O)OCC (ethyl acetate). The product is NC1=C(C2=C(N=C(O2)C)C=C1Cl)Cl (6-Amino-5,7-Dichloro-2-Methylbenzoxazole). As a reaction SMILES: [NH2:1][C:2]1[C:11]([Cl:12])=[CH:10][C:5]2[N:6]=[C:7]([CH3:9])[O:8][C:4]=2[CH:3]=1.S(Cl)([Cl:16])(=O)=O>C(OCC)(=O)C>[NH2:1][C:2]1[C:11]([Cl:12])=[CH:10][C:5]2[N:6]=[C:7]([CH3:9])[O:8][C:4]=2[C:3]=1[Cl:16]. Reported procedure: 6-Amino-5-chloro-2-methylbenzoxazole (10 g, 54.76 mMole) was dissolved in ethyl acetate (150 mL). At room temperature and with good stirring, sulfuryl chloride (8.8 mL, 109.52 mMole) was added drop by drop over a 20-minute period. As the addition proceeds, additional ethyl acetate (350 mL) was added to keep the mixture stirring. After 1 hour the precipitate was filtered off, washed with ether and air-dried. Yield 10.5 g. The reactants are CCOC(=O)N1CCC(c2ccc(OCc3ccccc3)cc2OCc2ccccc2)CC1, CCO, [Na+], [OH-], O. The product is c1ccc(COc2ccc(C3CCNCC3)c(OCc3ccccc3)c2)cc1. RXN SMILES: [CH2:4]([O:5][C:6](=[O:7])[N:9]1[CH2:10][CH2:11][CH:12]([c:15]2[c:16]([O:29][CH2:30][c:31]3[cH:32][cH:33][cH:34][cH:35][cH:36]3)[cH:17][c:18]([O:21][CH2:22][c:23]3[cH:24][cH:25][cH:26][cH:27][cH:28]3)[cH:19][cH:20]2)[CH2:13][CH2:14]1)[CH3:8].[CH3:37][CH2:38][OH:39].[Na+:2].[OH-:1].[OH2:3]>>[NH:9]1[CH2:10][CH2:11][CH:12]([c:15]2[c:16]([O:29][CH2:30][c:31]3[cH:32][cH:33][cH:34][cH:35][cH:36]3)[cH:17][c:18]([O:21][CH2:22][c:23]3[cH:24][cH:25][cH:26][cH:27][cH:28]3)[cH:19][cH:20]2)[CH2:13][CH2:14]1. Starting materials: COC=1C(=NC=CC1)C#N (3-methoxy-pyridine-2-carbonitrile), BrN1C(CCC1=O)=O (N-bromosuccinimide), 2,2-azobisisobutyronitrile. Run in C(Cl)(Cl)(Cl)Cl (CCl4). The product is BrC1=CC=C(C(=N1)C#N)OC (6-bromo-3-methoxy-pyridine-2-carbonitrile). As a reaction SMILES: [CH3:1][O:2][C:3]1[C:4]([C:9]#[N:10])=[N:5][CH:6]=[CH:7][CH:8]=1.[Br:11]N1C(=O)CCC1=O>C(Cl)(Cl)(Cl)Cl>[Br:11][C:6]1[N:5]=[C:4]([C:9]#[N:10])[C:3]([O:2][CH3:1])=[CH:8][CH:7]=1. Reported procedure: A solution of 3-methoxy-pyridine-2-carbonitrile from Example 13b in CCl4 is treated with N-bromosuccinimide (1 equiv.) and catalytic 2,2-azobisisobutyronitrile and is heated at reflux for 18 h. The reaction mixture is evaporated, the residue is taken into ethyl acetate, washed with 5% Na2CO3 (aqueous), 5 % Na2S2O3 (aqueous), dried over MgSO4 and evaporated to give 6-bromo-3-methoxy-pyridine-2-carbonitrile. Solvent: C(C)O (ethanol). Yield: 19.6%. Procedure details: To a solution of 4-fluoro-2-(trifluoromethyl)benzonitrile (2.0 g) in ethanol (10.0 mL) was added Raney Ni (catalytic amount). The reaction mixture was subjected for hydrogenation in Parr apparatus under 50 psi for 2-3 h. The reaction mass, was filtered through celite and the filtrate was concentrated to afford 0.400 g of desired product. 1H NMR (CDCl3): δ 3.98 (s, 2H), 7.24 (t, J=9.0 Hz, 1H), 7.34 (d, J=8.7 Hz, 1H), 7.54 (t, J=7.8 Hz, 1H); MS [M+H]+: 194.03. Reaction SMILES: [F:1][C:2]1[CH:9]=[CH:8][C:5]([C:6]#[N:7])=[C:4]([C:10]([F:13])([F:12])[F:11])[CH:3]=1>C(O)C.[Ni]>[F:1][C:2]1[CH:9]=[CH:8][C:5]([CH2:6][NH2:7])=[C:4]([C:10]([F:11])([F:12])[F:13])[CH:3]=1. Yields the product FC1=CC(=C(C=C1)CN)C(F)(F)F ((4-Fluoro-2-(trifluoromethyl)phenyl)methanamine). The reactants are FC1=CC(=C(C#N)C=C1)C(F)(F)F (4-fluoro-2-(trifluoromethyl)benzonitrile). Reagents/catalysts: [Ni] (Ni). Reaction conditions: time 2.5 hour. The reactants are C(C1=CC=CC=C1)(=O)C1=CC=CC(=N1)C (6-benzoyl-2-methylpyridine), ClC1=CC(=CC=C1)C(=O)OO (m-chloroperbenzoic acid). The solvent is C(Cl)(Cl)Cl (CHCl3), C(Cl)(Cl)Cl (CHCl3). Reaction conditions: time 8 hour. Product: C(C1=CC=CC=C1)(=O)C1=CC=CC(=[N+]1[O-])C (6-benzoyl-2-methylpyridine N-oxide). Reaction SMILES: [C:1]([C:9]1[N:14]=[C:13]([CH3:15])[CH:12]=[CH:11][CH:10]=1)(=[O:8])[C:2]1[CH:7]=[CH:6][CH:5]=[CH:4][CH:3]=1.ClC1C=CC=C(C(OO)=[O:24])C=1>C(Cl)(Cl)Cl>[C:1]([C:9]1[N+:14]([O-:24])=[C:13]([CH3:15])[CH:12]=[CH:11][CH:10]=1)(=[O:8])[C:2]1[CH:3]=[CH:4][CH:5]=[CH:6][CH:7]=1. Reported procedure: The 6-benzoyl-2-methylpyridine (3.9 g, 21 mmol), in 20 ml CHCl3, is added over 1 hour to 4.2 g (21 mmol) m-chloroperbenzoic acid (in 50 ml CHCl3). The temperature is kept below 25° as the mixture is stirred overnight. The reaction is diluted with CHCl3, washed with sat. NaHSO3, water, 20% NaHCO3 (2×) and then water, dried, stripped and finally titrated with hexane/ethyl acetate to give 6-benzoyl-2-methylpyridine N-oxide.